This data is from the Open Reaction Database (ORD), a public repository of structured organic reaction records. The task is: describe an organic reaction: reactants, conditions, products, and yield Starting materials: COC=1C=C2C(=CC=NC2=CC1OC)OC1=CC=C(C=C1)N (6,7-Dimethoxy-4-(4-aminophenoxy)quinoline), C(C)(=O)C1=CC=C(C(=O)O)C=C1 (4-acetylbenzoic acid), Cl.C(C)N=C=NCCCN(C)C (1-ethyl-3-(3'-dimethylaminopropyl)carbodiimide hydrochloride). The solvent is CN(C=O)C (N,N-dimethylformamide). Run at time 22 hour. Product: COC=1C=C2C(=CC=NC2=CC1OC)OC1=CC=C(C=C1)NC(=O)C1=CC=C(C=C1)C(C)=O (N-{4-[(6,7-Dimethoxy-4-quinolinyl)oxy]phenyl}-(4-acetylphenyl)carboxamide). Isolated yield 53.3%. As a reaction SMILES: [CH3:1][O:2][C:3]1[CH:4]=[C:5]2[C:10](=[CH:11][C:12]=1[O:13][CH3:14])[N:9]=[CH:8][CH:7]=[C:6]2[O:15][C:16]1[CH:21]=[CH:20][C:19]([NH2:22])=[CH:18][CH:17]=1.[C:23]([C:26]1[CH:34]=[CH:33][C:29]([C:30](O)=[O:31])=[CH:28][CH:27]=1)(=[O:25])[CH3:24].Cl.C(N=C=NCCCN(C)C)C>CN(C)C=O>[CH3:1][O:2][C:3]1[CH:4]=[C:5]2[C:10](=[CH:11][C:12]=1[O:13][CH3:14])[N:9]=[CH:8][CH:7]=[C:6]2[O:15][C:16]1[CH:17]=[CH:18][C:19]([NH:22][C:30]([C:29]2[CH:33]=[CH:34][C:26]([C:23](=[O:25])[CH3:24])=[CH:27][CH:28]=2)=[O:31])=[CH:20][CH:21]=1 |f:2.3|. Procedure details: 6,7-Dimethoxy-4-(4-aminophenoxy)quinoline (54 mg) and commercially available 4-acetylbenzoic acid (46 mg) were dissolved in N,N-dimethylformamide (2 ml), 1-ethyl-3-(3'-dimethylaminopropyl)carbodiimide hydrochloride (87 mg) was added, and the admixture was stirred at room temperature for 22 hours. The reaction mixture was then purified in the same manner as described in Example 50 to obtain 43 mg of the title compound (yield: 53%). Starting materials: CN1N=NN=C1SC1=CC(C2=CC=CC=C2C1=O)=NS(=O)(=O)C=1SC=CC1 (N-(3-(1-methyl-1H-tetrazol-5-ylthio)-4-oxonaphthalen-1(4H)-ylidene)thiophene-2-sulfonamide), SC1=NNC=N1 (3-mercapto-1,2,4-triazole). Product: N1N=CN=C1SC1=CC(C2=CC=CC=C2C1=O)=NS(=O)(=O)C=1SC=CC1 (N-(3-(1H-1,2,4-triazol-5-ylthio)-4-oxonaphthalen-1(4H)-ylidene)thiophene-2-sulfonamide), CN1N=NN=C1SC1=CC(C2=CC=CC=C2C1=O)=NS(=O)(=O)C=1SC=CC1 (N-(3-(1-methyl-1H-tetrazol-5-ylthio)-4-oxonaphthalen-1(4H)-ylidene)thiophene-2-sulfonamide). Isolated yield 96.5%. Reaction SMILES: [CH3:1][N:2]1[C:6]([S:7][C:8]2[C:17](=[O:18])[C:16]3[C:11](=[CH:12][CH:13]=[CH:14][CH:15]=3)[C:10](=[N:19][S:20]([C:23]3[S:24][CH:25]=[CH:26][CH:27]=3)(=[O:22])=[O:21])[CH:9]=2)=[N:5][N:4]=[N:3]1.SC1N=CNN=1>>[NH:5]1[C:6]([S:7][C:8]2[C:17](=[O:18])[C:16]3[C:11](=[CH:12][CH:13]=[CH:14][CH:15]=3)[C:10](=[N:19][S:20]([C:23]3[S:24][CH:25]=[CH:26][CH:27]=3)(=[O:21])=[O:22])[CH:9]=2)=[N:2][CH:1]=[N:4]1.[CH3:1][N:2]1[C:6]([S:7][C:8]2[C:17](=[O:18])[C:16]3[C:11](=[CH:12][CH:13]=[CH:14][CH:15]=3)[C:10](=[N:19][S:20]([C:23]3[S:24][CH:25]=[CH:26][CH:27]=3)(=[O:22])=[O:21])[CH:9]=2)=[N:5][N:4]=[N:3]1. Reported procedure: N-(3-(1H-1,2,4-triazol-5-ylthio)-4-oxonaphthalen-1(4H)-ylidene)thiophene-2-sulfonamide (13e) was prepared according to the procedure for 13d except using 3-mercapto-1,2,4-triazole, which afforded the title compound 38.8 mg (96.5%) as an orange-red solid, m.p.: 197° C. (dec.). The reactants are CC(=O)O, CCOCC, O=C(COc1ccccc1)NC1C(=O)N2C(C(=O)OCc3ccccc3)NCSC12, O, O, O, O, O, O, O=S(=O)(O)O. Product: O=C(COc1ccccc1)NC1C(=O)N2C1SCN(O)C2C(=O)OCc1ccccc1. As a reaction SMILES: [CH3:41][C:42](=[O:43])[OH:44].[CH3:46][CH2:47][O:48][CH2:49][CH3:50].[O:1]([c:2]1[cH:3][cH:4][cH:5][cH:6][cH:7]1)[CH2:8][C:9](=[O:10])[NH:11][CH:12]1[CH:13]2[S:14][CH2:15][NH:16][CH:17]([C:21](=[O:22])[O:23][CH2:24][c:25]3[cH:26][cH:27][cH:28][cH:29][cH:30]3)[N:18]2[C:19]1=[O:20].[OH2:31].[OH2:32].[OH2:33].[OH2:34].[OH2:35].[OH2:45].[S:36](=[O:37])([OH:38])([OH:39])=[O:40]>>[O:1]([c:2]1[cH:3][cH:4][cH:5][cH:6][cH:7]1)[CH2:8][C:9](=[O:10])[NH:11][CH:12]1[CH:13]2[S:14][CH2:15][N:16]([OH:37])[CH:17]([C:21](=[O:22])[O:23][CH2:24][c:25]3[cH:26][cH:27][cH:28][cH:29][cH:30]3)[N:18]2[C:19]1=[O:20]. Reactants: B (Borane), BrC=1C=C(C=CC1)CC(=O)N(C)C (2-(3-bromophenyl)-N,N-dimethyl-acetamide), Cl (hydrochloric acid). The solvent is O1CCCC1 (tetrahydrofuran), O1CCCC1 (tetrahydrofuran). Conditions: temperature 90 celsius. The product is Cl.BrC=1C=C(C=CC1)CCN(C)C ([2-(3-Bromophenyl)ethyl]dimethylamine hydrochloride), gum. As a reaction SMILES: B.[Br:2][C:3]1[CH:4]=[C:5]([CH2:9][C:10]([N:12]([CH3:14])[CH3:13])=O)[CH:6]=[CH:7][CH:8]=1.[ClH:15]>O1CCCC1>[ClH:15].[Br:2][C:3]1[CH:4]=[C:5]([CH2:9][CH2:10][N:12]([CH3:13])[CH3:14])[CH:6]=[CH:7][CH:8]=1 |f:4.5|. Reported procedure: Borane in tetrahydrofuran (1.0M, 24.7 ml) was added dropwise to a tetrahydrofuran solution of 2-(3-bromophenyl)-N,N-dimethyl-acetamide (1.5 g, Example 25a)) at 0° C. Once addition was complete the solution was refluxed at 90° C. for 20 hours. The solution was cooled to room temperature, acidified with hydrochloric acid (6M, 10 ml) and refluxed for a further hour. The solution was cooled to room temperature and extracted with diethyl ether. The aqueous layer was basified with 10% aqueous sodium h... Starting materials: C(C1=CC=CC=C1)OC(C(C1CCCCC1)N(S(=O)(=O)C1=CC=C(C=C1)OC)CCCO[Si](C)(C)C(C)(C)C)=O ([[3-(tert-butyldimethylsilanyloxy)propyl](4-methoxybenzenesulfonyl) amino]cyclohexylacetic acid benzyl ester), B(F)(F)F.CCOCC (boron trifluoride etherate). The solvent is C(Cl)Cl (methylene chloride). Reaction conditions: time 20 minute. Product: C(C1=CC=CC=C1)OC(C(N(S(=O)(=O)C1=CC=C(C=C1)OC)CCCO)C1CCCCC1)=O (cyclohexyl[(3-hydroxypropyl)(4-methoxy-benzenesulfonyl)amino]acetic acid benzyl ester). As a reaction SMILES: [CH2:1]([O:8][C:9](=[O:40])[CH:10]([N:17]([CH2:29][CH2:30][CH2:31][O:32][Si](C(C)(C)C)(C)C)[S:18]([C:21]1[CH:26]=[CH:25][C:24]([O:27][CH3:28])=[CH:23][CH:22]=1)(=[O:20])=[O:19])[CH:11]1[CH2:16][CH2:15][CH2:14][CH2:13][CH2:12]1)[C:2]1[CH:7]=[CH:6][CH:5]=[CH:4][CH:3]=1.B(F)(F)F.CCOCC>C(Cl)Cl>[CH2:1]([O:8][C:9](=[O:40])[CH:10]([CH:11]1[CH2:12][CH2:13][CH2:14][CH2:15][CH2:16]1)[N:17]([CH2:29][CH2:30][CH2:31][OH:32])[S:18]([C:21]1[CH:22]=[CH:23][C:24]([O:27][CH3:28])=[CH:25][CH:26]=1)(=[O:20])=[O:19])[C:2]1[CH:3]=[CH:4][CH:5]=[CH:6][CH:7]=1 |f:1.2|. Reported procedure: To a solution of [[3-(tert-butyldimethylsilanyloxy)propyl](4-methoxybenzenesulfonyl) amino]cyclohexylacetic acid benzyl ester (13.67 grams, 23.2 mmol) in methylene chloride (60 mL) at room temperature was added boron trifluoride etherate (21 mL, 171 mmol). After 20 minutes, the reaction was quenched by addition of saturated ammonium chloride solution and subsequent addition of ethyl acetate and water. The organic phase was separated, washed with brine and dried over magnesium sulfate. Evaporatio...